Dataset: the Open Reaction Database (ORD), a public repository of structured organic reaction records. Task: describe an organic reaction: reactants, conditions, products, and yield The reactants are BrC=1C(=CC(=C(C1)\C(\C)=N\[S@](=O)C(C)(C)C)F)F ((R)-2-methyl-propane-2-sulfinic acid [1-(5-bromo-2,4-difluoro-phenyl)-eth-(E)-ylidene]-amide), BrC(C(=O)OCC)(F)F (ethyl 2-bromo-2,2-difluoroacetate). Product: C(C)OC(C([C@](C)(N[S@](=O)C(C)(C)C)C1=C(C=C(C(=C1)Br)F)F)(F)F)=O ((R)-3-(5-bromo-2,4-difluoro-phenyl)-2,2-difluoro-3-((R)-2-methyl-propane-2-sulfinylamino)-butyric acid ethyl ester). RXN SMILES: [Br:1][C:2]1[C:3]([F:18])=[CH:4][C:5]([F:17])=[C:6](/[C:8](=[N:10]/[S@@:11]([C:13]([CH3:16])([CH3:15])[CH3:14])=[O:12])/[CH3:9])[CH:7]=1.Br[C:20]([F:27])([F:26])[C:21]([O:23][CH2:24][CH3:25])=[O:22]>>[CH2:24]([O:23][C:21](=[O:22])[C:20]([F:27])([F:26])[C@@:8]([C:6]1[CH:7]=[C:2]([Br:1])[C:3]([F:18])=[CH:4][C:5]=1[F:17])([NH:10][S@@:11]([C:13]([CH3:16])([CH3:15])[CH3:14])=[O:12])[CH3:9])[CH3:25]. Procedure: Starting from (R)-2-methyl-propane-2-sulfinic acid [1-(5-bromo-2,4-difluoro-phenyl)-eth-(E)-ylidene]-amide (intermediate A2.2) and ethyl 2-bromo-2,2-difluoroacetate, the product (R)-3-(5-bromo-2,4-difluoro-phenyl)-2,2-difluoro-3-((R)-2-methyl-propane-2-sulfinylamino)-butyric acid ethyl ester was obtained as an orange oil. MS: m/z=462.1 [M+H]+ and 464.1 [M+2+H]+. Starting materials: NC1=NC(=NC=C1C1=C(C(=CC(=C1)Cl)Cl)Cl)NCC (4-amino-2-(ethylamino)-5-(2,3,5-trichlorophenyl)pyrimidine), Cl.CNC(=N)N (1-methyl-guanidine hydrochloride). Product: CNC1=NC=C(C(=N1)N)C1=C(C(=CC(=C1)Cl)Cl)Cl (2-Methylamino-4-amino-5-(2,3.5-trichlorophenyl)pyrimidine). RXN SMILES: [NH2:1][C:2]1[C:7]([C:8]2[CH:13]=[C:12]([Cl:14])[CH:11]=[C:10]([Cl:15])[C:9]=2[Cl:16])=[CH:6][N:5]=[C:4]([NH:17][CH2:18]C)[N:3]=1.Cl.CNC(N)=N>>[CH3:18][NH:17][C:4]1[N:3]=[C:2]([NH2:1])[C:7]([C:8]2[CH:13]=[C:12]([Cl:14])[CH:11]=[C:10]([Cl:15])[C:9]=2[Cl:16])=[CH:6][N:5]=1 |f:1.2|. Procedure: This compound was prepared in an analogous manner to the compound of Example 58 from 1-methyl-guanidine hydrochloride (Aldrich), mp. 155°-157° C. The reactants are C1CCOC1, CC(N)=O, CN(C)Cc1cccc2cc(Cl)c(CC#N)cc12, O, Cl[Pd]Cl. Yields the product CN(C)Cc1cccc2cc(Cl)c(CC(N)=O)cc12. As a reaction SMILES: [CH2:23]1[O:24][CH2:25][CH2:26][CH2:27]1.[CH3:1][C:2]([NH2:3])=[O:4].[Cl:5][c:6]1[c:7]([CH2:20][C:21]#[N:22])[cH:8][c:9]2[c:10]([CH2:16][N:17]([CH3:18])[CH3:19])[cH:11][cH:12][cH:13][c:14]2[cH:15]1.[OH2:28].[Pd:29]([Cl:30])[Cl:31]>>[CH2:1]([C:2]([NH2:3])=[O:4])[c:7]1[c:6]([Cl:5])[cH:15][c:14]2[c:9]([cH:8]1)[c:10]([CH2:16][N:17]([CH3:18])[CH3:19])[cH:11][cH:12][cH:13]2. Reactants: C[Li] (methyl lithium), C1(=CC=CC=C1)S(=O)(=O)NC1=C(C=C(C=O)C=C1)OC (4-phenylsulfonylamino-3-methoxybenzaldehyde), O (H2O). The solvent is C(C)OCC (diethyl ether), C1CCOC1 (THF), C1CCOC1 (THF). Reaction conditions: time 20 minute. The product is C1(=CC=CC=C1)S(=O)(=O)NC1=C(C=C(C=C1)C(C)O)OC (1-(4-phenylsulfonylamino-3-methoxyphenyl)ethanol). As a reaction SMILES: [C:1]1([S:7]([NH:10][C:11]2[CH:18]=[CH:17][C:14]([CH:15]=[O:16])=[CH:13][C:12]=2[O:19][CH3:20])(=[O:9])=[O:8])[CH:6]=[CH:5][CH:4]=[CH:3][CH:2]=1.[CH3:21][Li].O>C1COCC1.C(OCC)C>[C:1]1([S:7]([NH:10][C:11]2[CH:18]=[CH:17][C:14]([CH:15]([OH:16])[CH3:21])=[CH:13][C:12]=2[O:19][CH3:20])(=[O:9])=[O:8])[CH:2]=[CH:3][CH:4]=[CH:5][CH:6]=1. Procedure: A solution of 4-phenylsulfonylamino-3-methoxybenzaldehyde (400 mg; prepared in Reference Example 44.) in THF (10 ml) was cooled to at −78° C. mg; prepared in Reference Example 44.) in THF (10 ml) was cooled to at −78° C. in a stream of argon. A solution of methyl lithium (1.0M) in diethyl ether (3.4 ml) was added dropwise thereto. The mixture was stirred for 20 minutes. After the termination of reaction, a mixture of H2O+1N HCl was added thereto to stop the reaction. The mixture was extracted wi...